describe an organic reaction: reactants, conditions, products, and yield From a dataset of the Open Reaction Database (ORD), a public repository of structured organic reaction records. Isolated yield 82.1%. Product: N[C@H](C(=O)N[C@H](C(=O)O)CN[C@@H](CC=1N=CNC1)C(=O)O)CC(N)=O ((2S)-2-[[(2S)-2-amino-3-carbamoylpropionyl]amino]-3-[[(1S)-1-carboxy-2-(4-imidazolyl)ethyl]amino]propionic acid). Starting materials: Br (hydrogen bromide), C(C1=CC=CC=C1)OC(=O)N[C@H](C(=O)N[C@H](C(=O)O)CN[C@@H](CC=1N=CNC1)C(=O)O)CC(NC(C1=CC=C(C=C1)OC)C1=CC=C(C=C1)OC)=O ((2S)-2-[[(2S)-2-benzyloxycarbonylamino-3-[N-[bis(4-methoxyphenyl)methyl]carbamoyl]propionyl]amino]-3-[[(1S)-1-carboxy-2-(4-imidazolyl)ethyl]amino]propionic acid), ice water, C(C)(=O)OCC (ethyl acetate), solution, Br (hydrogen bromide). Run in C(C)(=O)O (acetic acid), C(C)(=O)O (acetic acid). Reaction conditions: time 15 minute. Reaction SMILES: Br.C(OC([NH:12][C@@H:13]([CH2:33][C:34](=[O:53])[NH:35]C(C1C=CC(OC)=CC=1)C1C=CC(OC)=CC=1)[C:14]([NH:16][C@@H:17]([CH2:21][NH:22][C@H:23]([C:30]([OH:32])=[O:31])[CH2:24][C:25]1[N:26]=[CH:27][NH:28][CH:29]=1)[C:18]([OH:20])=[O:19])=[O:15])=O)C1C=CC=CC=1.C(OCC)(=O)C>C(O)(=O)C>[NH2:12][C@@H:13]([CH2:33][C:34](=[O:53])[NH2:35])[C:14]([NH:16][C@@H:17]([CH2:21][NH:22][C@H:23]([C:30]([OH:32])=[O:31])[CH2:24][C:25]1[N:26]=[CH:27][NH:28][CH:29]=1)[C:18]([OH:20])=[O:19])=[O:15]. Procedure details: A solution of 30% hydrogen bromide in acetic acid (4.0 ml) was added to (2S)-2-[[(2S)-2-benzyloxycarbonylamino-3-[N-[bis(4-methoxyphenyl)methyl]carbamoyl]propionyl]amino]-3-[[(1S)-1-carboxy-2-(4-imidazolyl)ethyl]amino]propionic acid (772 mg) in an ice-water bath. The mixture was stirred for 15 minutes and then additional portion (4.0 ml) of a solution of hydrogen bromide in acetic acid was added thereto at ambient temperature. The mixture was stirred for 2.5 hours, and poured into a mixture of i... Starting materials: N#Cc1ccc(CCNC(=O)CC2c3ccccc3-c3ccccc3N2S(=O)(=O)c2ccc(Cl)c(Cl)c2)cc1, O=C([O-])[O-], CCO, Cl, [NH4+], [NH4+]. The product is N=C(N)c1ccc(CCNC(=O)CC2c3ccccc3-c3ccccc3N2S(=O)(=O)c2ccc(Cl)c(Cl)c2)cc1. Reaction SMILES: [C:1](#[N:2])[c:3]1[cH:4][cH:5][c:6]([CH2:9][CH2:10][NH:11][C:12]([CH2:13][CH:14]2[N:15]([S:28](=[O:29])(=[O:30])[c:31]3[cH:32][c:33]([Cl:38])[c:34]([Cl:37])[cH:35][cH:36]3)[c:16]3[cH:17][cH:18][cH:19][cH:20][c:21]3-[c:22]3[cH:23][cH:24][cH:25][cH:26][c:27]32)=[O:39])[cH:7][cH:8]1.[C:40](=[O:41])([O-:42])[O-:43].[CH3:47][CH2:48][OH:49].[ClH:46].[NH4+:44].[NH4+:45]>>[C:1]([NH2:2])([c:3]1[cH:4][cH:5][c:6]([CH2:9][CH2:10][NH:11][C:12]([CH2:13][CH:14]2[N:15]([S:28](=[O:29])(=[O:30])[c:31]3[cH:32][c:33]([Cl:38])[c:34]([Cl:37])[cH:35][cH:36]3)[c:16]3[cH:17][cH:18][cH:19][cH:20][c:21]3-[c:22]3[cH:23][cH:24][cH:25][cH:26][c:27]32)=[O:39])[cH:7][cH:8]1)=[NH:44]. Reactants: C(C)(C)=C(C(=O)OC)C(=O)OC (dimethyl isopropylidenemalonate), C1CC(=O)N(C1=O)Br (n-bromosuccinimide), 26. Solvent: C(Cl)(Cl)(Cl)Cl (carbon tetrachloride). Product: C(C)(C)=C(C(=O)OCBr)C(=O)OC (bromomethyl methyl isopropylidenemalonate). Yield: 109.7%. As a reaction SMILES: [C:1](=[C:4]([C:9]([O:11][CH3:12])=[O:10])[C:5]([O:7][CH3:8])=[O:6])([CH3:3])[CH3:2].C1C(=O)N([Br:20])C(=O)C1>C(Cl)(Cl)(Cl)Cl>[C:1](=[C:4]([C:9]([O:11][CH3:12])=[O:10])[C:5]([O:7][CH2:8][Br:20])=[O:6])([CH3:3])[CH3:2]. Reported procedure: A mixture of 26. 4 grams (0.15 mol) of dimethyl isopropylidenemalonate and 27.5 grams (0.15 mol) of n-bromosuccinimide were stirred in 150 mL carbon tetrachloride containing 1.0 grams benzoyl peroxide. The mixture was refluxed for 16 hours under nitrogen. The reaction was cooled in ice and the succinimide was filtered off and washed with carbon tetrachloride. The solvent was removed under reduced pressure to yield 41.3 grams of impure bromomethyl methyl isopropylidenemalonate as an oil which was... Reactants: C(C)OC(=O)C=1N=C(N(C(C1O)=O)C)N1S(CCCC1)(=O)=O (2-(1,1-dioxo-1λ6-[1,2]thiazinan-2-yl)-5-hydroxy-1-methyl-6-oxo-1,6-dihydro-pyrimidine-4-carboxylic acid ethyl ester), FC1=CC=C(CN)C=C1 (4-fluorobenzylamine), C(C)O (ethyl alcohol). The solvent is CN(C=O)C (N,N-dimethylformamide). Product: FC1=CC=C(C=C1)CNC(=O)C=1N=C(N(C(C1O)=O)C)N1S(CCCC1)(=O)=O (N-[(4-fluorophenyl)methyl]-1,6-dihydro-5-hydroxy-1-methyl-6-oxo-2-(tetrahydro-1,1-dioxido-2H-1,2-thiazin-2-yl)-4-pyrimidinecarboxamide). The yield is 83.9%. RXN SMILES: C(O[C:4]([C:6]1[N:7]=[C:8]([N:15]2[CH2:20][CH2:19][CH2:18][CH2:17][S:16]2(=[O:22])=[O:21])[N:9]([CH3:14])[C:10](=[O:13])[C:11]=1[OH:12])=[O:5])C.[F:23][C:24]1[CH:31]=[CH:30][C:27]([CH2:28][NH2:29])=[CH:26][CH:25]=1.C(O)C>CN(C)C=O>[F:23][C:24]1[CH:31]=[CH:30][C:27]([CH2:28][NH:29][C:4]([C:6]2[N:7]=[C:8]([N:15]3[CH2:20][CH2:19][CH2:18][CH2:17][S:16]3(=[O:21])=[O:22])[N:9]([CH3:14])[C:10](=[O:13])[C:11]=2[OH:12])=[O:5])=[CH:26][CH:25]=1. Procedure: A mixture of 2-(1,1-dioxo-1λ6-[1,2]thiazinan-2-yl)-5-hydroxy-1-methyl-6-oxo-1,6-dihydro-pyrimidine-4-carboxylic acid ethyl ester (1.00 g, 3.02 mmol) and 4-fluorobenzylamine (1.31 g, 10.5 mmol) in a mixture of anhydrous ethyl alcohol (40 ml) and N,N-dimethylformamide (10 ml) was heated under reflux for 10 h. The solvent was then evaporated in vacuo and the residue was diluted with dichloromethane (500 ml). The organic phase was washed with 5% aqueous acetic acid, brine and dried over anhydrous so...